Task: describe an organic reaction: reactants, conditions, products, and yield. Dataset: the Open Reaction Database (ORD), a public repository of structured organic reaction records Reactants: NC1=NNC=2C(N(CCC21)C2=CC=C(C=C2)C)=O (3-amino-5,6-dihydro-6-N-(p-tolyl)-1H-pyrazolo[3,4-c]pyridin-7(4H)-one), C([O-])([O-])=O.[K+].[K+] (potassium carbonate), CC1=C(CN2CCN(CC2)C(CCCl)=O)C(=CC(=C1)C)C (1-{4-(2,4,6-trimethylbenzyl)piperazin-1-yl}-3-chloropropan-1-one). Product: NC1=NN(C=2C(N(CCC21)C2=CC=C(C=C2)C)=O)C(CCN2CCN(CC2)CC2=C(C=C(C=C2C)C)C)=O (3-amino-1-[{4-(2,4,6-trimethylbenzyl)piperazin-1-yl}propanoyl]-6-N-(p-tolyl)-4,5,6,7-tetrahydro-1-H-pyrazolo[3,4-c]pyridin-7-one). RXN SMILES: [NH2:1][C:2]1[C:10]2[CH2:9][CH2:8][N:7]([C:11]3[CH:16]=[CH:15][C:14]([CH3:17])=[CH:13][CH:12]=3)[C:6](=[O:18])[C:5]=2[NH:4][N:3]=1.[C:19](=[O:22])([O-])[O-].[K+].[K+].[CH3:25][C:26]1[CH:43]=[C:42]([CH3:44])[CH:41]=[C:40]([CH3:45])[C:27]=1[CH2:28][N:29]1[CH2:34][CH2:33][N:32]([C:35](=O)[CH2:36]CCl)[CH2:31][CH2:30]1>>[NH2:1][C:2]1[C:10]2[CH2:9][CH2:8][N:7]([C:11]3[CH:16]=[CH:15][C:14]([CH3:17])=[CH:13][CH:12]=3)[C:6](=[O:18])[C:5]=2[N:4]([C:19](=[O:22])[CH2:36][CH2:35][N:32]2[CH2:33][CH2:34][N:29]([CH2:28][C:27]3[C:40]([CH3:45])=[CH:41][C:42]([CH3:44])=[CH:43][C:26]=3[CH3:25])[CH2:30][CH2:31]2)[N:3]=1 |f:1.2.3|. Procedure details: A target compound (130.2 mg, 0.253 mmol, 56.7%) was yielded as yellow solid in the same manner as Example 1 by reacting 3-amino-5,6-dihydro-6-N-(p-tolyl)-1H-pyrazolo[3,4-c]pyridin-7(4H)-one (108.2 mg, 0.446 mmol) with potassium carbonate (92.4 mg, 0.669 mmol) and 1-{4-(2,4,6-trimethylbenzyl)piperazin-1-yl}-3-chloropropan-1-one (151.3 mg, 0.490 mmol). Reactants: Cl.O1CCOCC1 (HCl dioxane), ClC1=NC=NC2=CC=CC=C12 (4-chloroquinazoline), CCN(C(C)C)C(C)C (DIEA), C(=O)(OC(C)(C)C)N1CCNCC1 (Boc-piperazine). Run in CC(C)O (IPA). Run at time 20 hour. The product is N1(CCNCC1)C1=NC=NC2=CC=CC=C12 (4-piperazinylquinazoline). The yield is 95.6%. RXN SMILES: Cl[C:2]1[C:11]2[C:6](=[CH:7][CH:8]=[CH:9][CH:10]=2)[N:5]=[CH:4][N:3]=1.CCN(C(C)C)C(C)C.C([N:28]1[CH2:33][CH2:32][NH:31][CH2:30][CH2:29]1)(OC(C)(C)C)=O.Cl.O1CCOCC1>CC(O)C>[N:28]1([C:2]2[C:11]3[C:6](=[CH:7][CH:8]=[CH:9][CH:10]=3)[N:5]=[CH:4][N:3]=2)[CH2:33][CH2:32][NH:31][CH2:30][CH2:29]1 |f:3.4|. Reported procedure: To a solution of 4-chloroquinazoline (2.0 g, 12.2 mmol) (Tobe, Masanori, et al., Bioorg. Med. Chem. 2003, 11(3), 383) and DIEA (3.2 mL, 18.2 mmol) in 40 mL IPA was added Boc-piperazine (1.96 g, 12.81 mmol). The reaction mixture was heated to reflux and stirred for 20 hours, after which it was cooled to room temperature and concentrated by rotary evaporation. The residue was dissolved in dichloromethane (DCM) and washed with 1N NaOH. The organic layer was dried (Na2SO4), filtered, and concentrate... The reactants are BrC1=CC=C(C=C1)C(CC(=O)C=1C(=CC(N(C1)C)=O)C)C1=C(C=CC=C1)C (5-[3-(4-bromo-phenyl)-3-o-tolyl-propionyl]-1,4-dimethyl-1H-pyridin-2-one), Cl.NO (hydroxylamine hydrochloride), C(=O)(O)[O-].[Na+] (NaHCO3). Yields the product BrC1=CC=C(C=C1)C(C\C(=N/O)\C=1C(=CC(N(C1)C)=O)C)C1=C(C=CC=C1)C (5-{3-(4-Bromo-phenyl)-1-[(E)-hydroxyimino]-3-o-tolyl-propyl}-1,4-dimethyl-1H-pyridin-2-one). As a reaction SMILES: [Br:1][C:2]1[CH:7]=[CH:6][C:5]([CH:8]([C:21]2[CH:26]=[CH:25][CH:24]=[CH:23][C:22]=2[CH3:27])[CH2:9][C:10]([C:12]2[C:13]([CH3:20])=[CH:14][C:15](=[O:19])[N:16]([CH3:18])[CH:17]=2)=O)=[CH:4][CH:3]=1.Cl.[NH2:29][OH:30].C([O-])(O)=O.[Na+]>>[Br:1][C:2]1[CH:7]=[CH:6][C:5]([CH:8]([C:21]2[CH:26]=[CH:25][CH:24]=[CH:23][C:22]=2[CH3:27])[CH2:9]/[C:10](/[C:12]2[C:13]([CH3:20])=[CH:14][C:15](=[O:19])[N:16]([CH3:18])[CH:17]=2)=[N:29]\[OH:30])=[CH:4][CH:3]=1 |f:1.2,3.4|. Procedure: In analogy to example 151, step 3, 5-[3-(4-bromo-phenyl)-3-o-tolyl-propionyl]-1,4-dimethyl-1H-pyridin-2-one was reacted with hydroxylamine hydrochloride in the presence of NaHCO3 to give the title compound as a colorless solid, MS (ESI+): m/z=439.2 [M+H]+. RXN SMILES: [C:1]([O:4][C:5]1[CH:10]=[CH:9][C:8]([C:11]2[O:12][C:13]3[C:19](Br)=[CH:18][C:17]([O:21][C:22](=[O:24])[CH3:23])=[CH:16][C:14]=3[N:15]=2)=[CH:7][C:6]=1[F:25])(=[O:3])[CH3:2].[CH2:26]([Sn](CCCC)(CCCC)C=C)[CH2:27]CC.CC1C=CC(C)=CC=1>C(OCC)C.CC1C=CC=CC=1[P](C1C=CC=CC=1C)([Pd](Cl)(Cl)[P](C1=C(C)C=CC=C1)(C1C=CC=CC=1C)C1C=CC=CC=1C)C1C=CC=CC=1C>[C:22]([O:21][C:17]1[CH:18]=[C:19]([CH:26]=[CH2:27])[C:13]2[O:12][C:11]([C:8]3[CH:9]=[CH:10][C:5]([O:4][C:1](=[O:3])[CH3:2])=[C:6]([F:25])[CH:7]=3)=[N:15][C:14]=2[CH:16]=1)(=[O:24])[CH3:23] |^1:60,71|. The reagents and catalysts are CC1=C([P](C2=C(C)C=CC=C2)([Pd]([P](C3=C(C)C=CC=C3)(C4=C(C)C=CC=C4)C(C=CC=C5)=C5C)(Cl)Cl)C6=C(C)C=CC=C6)C=CC=C1 (Dichlorobis(tri-o-tolylphosphine)palladium). Run in C(C)OCC (ethyl ether). Reported procedure: Dichlorobis(tri-o-tolylphosphine)palladium (II) (46 mg, 0.06 mmol) was added into a mixture 4-[5-(acetyloxy)-7-bromo-1,3-benzoxazol-2-yl]-2-fluorophenyl acetate (0.8 g, 1.98 mmol), tributyl(vinyl)tin (0.9 g, 2.8 mmol) and p-xylene (9 mL). The reaction mixture was stirred at 130° C. for 5 h, cooled to room temperature, diluted with ethyl ether (10 mL) and treated with activated carbon. The mixture was filtered through MgSO4 and concentrated. Purification by flash chromatography (hexanes/EtOAc 5/1... Reactants: C(C)(=O)OC1=C(C=C(C=C1)C=1OC2=C(N1)C=C(C=C2Br)OC(C)=O)F (4-[5-(acetyloxy)-7-bromo-1,3-benzoxazol-2-yl]-2-fluorophenyl acetate), C(CCC)[Sn](C=C)(CCCC)CCCC (tributyl(vinyl)tin), CC=1C=CC(=CC1)C (p-xylene). The yield is 56.9%. Reaction conditions: temperature 130 celsius, time 5 hour. Product: C(C)(=O)OC=1C=C(C2=C(N=C(O2)C2=CC(=C(C=C2)OC(C)=O)F)C1)C=C (2-[4-(Acetyloxy)-3-fluorophenyl]-7-vinyl-1,3-benzoxazol-5-yl acetate). Reactants: CO, O=C1C(Cl)=C(C2CCC(c3ccc(Cl)cc3)CC2)C(=O)c2ccccc21, [K+], [OH-], O. Product: O=C1C(O)=C(C2CCC(c3ccc(Cl)cc3)CC2)C(=O)c2ccccc21. As a reaction SMILES: [CH3:29][OH:30].[Cl:1][c:2]1[cH:3][cH:4][c:5]([CH:8]2[CH2:9][CH2:10][CH:11]([C:14]3=[C:23]([Cl:24])[C:22](=[O:25])[c:21]4[c:16]([cH:17][cH:18][cH:19][cH:20]4)[C:15]3=[O:26])[CH2:12][CH2:13]2)[cH:6][cH:7]1.[K+:28].[OH-:27].[OH2:31]>>[Cl:1][c:2]1[cH:3][cH:4][c:5]([CH:8]2[CH2:9][CH2:10][CH:11]([C:14]3=[C:23]([OH:27])[C:22](=[O:25])[c:21]4[c:16]([cH:17][cH:18][cH:19][cH:20]4)[C:15]3=[O:26])[CH2:12][CH2:13]2)[cH:6][cH:7]1. The reactants are CC(Cl)c1cccnc1, NCC%16(CC%16)C%17=CC(C(F)(F)F)=CC=C%17. The reagents and catalysts are O=C([O-])[O-].[Cs+].[Cs+] (cesium carbonate), [I-].[K+] (potassium iodide). Run in CN(C)C=O (DMF), CN(C)C=O (dmf), CN(C)C=O (DMF). Run at temperature 70 celsius, time 16 hour. The product is CC(C%25=CC=CN=C%25)NCC%26(CC%26)C%27=CC(C(F)(F)F)=CC=C%27. The reactants are Br, O=C([O-])[O-], CCN1CCCC(CO)C1, ClCCl, [K+], [K+], O. Yields the product CCN1CCCC(CBr)C1. As a reaction SMILES: [BrH:1].[C:13](=[O:14])([O-:15])[O-:16].[CH2:2]([CH3:3])[N:4]1[CH2:5][CH:6]([CH2:10][OH:11])[CH2:7][CH2:8][CH2:9]1.[Cl:19][CH2:20][Cl:21].[K+:17].[K+:18].[OH2:12]>>[Br:1][CH2:10][CH:6]1[CH2:5][N:4]([CH2:2][CH3:3])[CH2:9][CH2:8][CH2:7]1.